Dataset: the Open Reaction Database (ORD), a public repository of structured organic reaction records. Task: describe an organic reaction: reactants, conditions, products, and yield Reactants: Br[C@@H](C(=O)O)CCCCCCCC ((R)-2-bromodecanoic acid), CC(C)([O-])C.[K+] (potassium tert-butoxide), C1CCOC1 (THF), Cl (HCl), C(CCCCC)S (Hexanethiol). Reaction conditions: time 18 hour. Product: C(CCCCC)[C@H](C(=S)O)CCCCCCCC ((S)-hexylthiodecanoic acid). Isolated yield 80.0%. RXN SMILES: Br[C@H:2]([CH2:6][CH2:7][CH2:8][CH2:9][CH2:10][CH2:11][CH2:12][CH3:13])[C:3]([OH:5])=O.C[C:15]([CH3:18])([O-])[CH3:16].[K+].C([SH:26])CCCCC.Cl.[CH2:28]1[CH2:32]OC[CH2:29]1>>[CH2:29]([C@@H:2]([CH2:6][CH2:7][CH2:8][CH2:9][CH2:10][CH2:11][CH2:12][CH3:13])[C:3]([OH:5])=[S:26])[CH2:28][CH2:32][CH2:16][CH2:15][CH3:18] |f:1.2|. Procedure details: Using the procedure outlined in Example 33, (R)-2-bromodecanoic acid (0.374 g, 1.49 mmol) was treated with potassium tert-butoxide (0.480 g, 4.28 mmol) in THF (9 mL) at 0° C. Hexanethiol (0.30 mL, 2.02 mmol) was added dropwise and the reaction was stirred for 18 hours. The reaction was poured into 1N HCl (25 mL) and extracted with hexane (2×25 mL). The combined organic layers were washed with NaHCO3 solution (25 mL, 0.5M), followed by HCl (1N, 25 mL) and dried (MgSO4). Following solvent removal,... Starting materials: C(C(C)(C)C)(=O)C=1OC=CC1NC(OC(C)(C)C)=O (t-butyl (2-pivaloylfuran-3-yl)carbamate), Cl (hydrogen chloride). Run in C(C)(=O)OCC (ethyl acetate). Run at time 5 hour. Product: NC1=C(OC=C1)C(C(C)(C)C)=O (3-Amino-2-pivaloylfuran). Reaction SMILES: [C:1]([C:7]1[O:8][CH:9]=[CH:10][C:11]=1[NH:12]C(=O)OC(C)(C)C)(=[O:6])[C:2]([CH3:5])([CH3:4])[CH3:3].Cl>C(OCC)(=O)C>[NH2:12][C:11]1[CH:10]=[CH:9][O:8][C:7]=1[C:1](=[O:6])[C:2]([CH3:4])([CH3:3])[CH3:5]. Procedure details: A solution of t-butyl (2-pivaloylfuran-3-yl)carbamate (2.15 g, 8.0 mmol) in ethyl acetate (25 ml) was saturated With anhydrous hydrogen chloride gas at 0° C. The solution was stirred at ambient temperature for 5 hours. and then was evaporated to dryness in vacuo. The residual solid was taken up in ethyl acetate (50 ml) and saturated NaHCO3 (20 ml). Additional solid NaHCO3 was added to basify the mixture. The ethyl acetate extract was separated, washed with saturated NaCl, dried over Na2SO4, filt... Reactants: NC1=NC=CC(=N1)N1N=C(C2=CC=C(C=C12)C#C[Si](C)(C)C)C(=O)N(C)C (1-(2-aminopyrimidin-4-yl)-N,N-dimethyl-6-[2-(trimethylsilyl)ethynyl]indazole-3-carboxamide), C(=O)([O-])[O-].[K+].[K+] (K2CO3). The solvent is CO (methanol), C(Cl)Cl (DCM). Reaction conditions: time 1 hour. Product: NC1=NC=CC(=N1)N1N=C(C2=CC=C(C=C12)C#C)C(=O)N(C)C (1-(2-aminopyrimidin-4-yl)-6-ethynyl-N,N-dimethylindazole-3-carboxamide). RXN SMILES: [NH2:1][C:2]1[N:7]=[C:6]([N:8]2[C:16]3[C:11](=[CH:12][CH:13]=[C:14]([C:17]#[C:18][Si](C)(C)C)[CH:15]=3)[C:10]([C:23]([N:25]([CH3:27])[CH3:26])=[O:24])=[N:9]2)[CH:5]=[CH:4][N:3]=1.C([O-])([O-])=O.[K+].[K+]>CO.C(Cl)Cl>[NH2:1][C:2]1[N:7]=[C:6]([N:8]2[C:16]3[C:11](=[CH:12][CH:13]=[C:14]([C:17]#[CH:18])[CH:15]=3)[C:10]([C:23]([N:25]([CH3:27])[CH3:26])=[O:24])=[N:9]2)[CH:5]=[CH:4][N:3]=1 |f:1.2.3|. Procedure: To a solution of 1-(2-aminopyrimidin-4-yl)-N,N-dimethyl-6-[2-(trimethylsilyl)ethynyl]indazole-3-carboxamide (250 mg, 0.66 mmol) in methanol (5 mL) and DCM (10 mL) was added K2CO3(182.57 mg, 1.32 mmol). The reaction mixture was stirred for 1 hr and then filtered by suction filtration. The precipitate was washed with DCM and methanol and the filtrate was concentrated in vacuo to give the title intermediate: 1H NMR (250 MHz, DMSO) delta 3.08 (3H, s), 3.29 (3H, br. s.), 4.42 (1H, s), 7.06 (1H, d, J=... RXN SMILES: [C:47](=[O:48])([OH:49])[O-:50].[CH3:30][O:31][c:32]1[cH:33][c:34]([CH:35]=[O:36])[cH:37][cH:38][c:39]1-[n:40]1[cH:41][n:42][c:43]([CH3:45])[cH:44]1.[CH3:57][CH2:58][OH:59].[CH3:60][CH2:61][O:62][C:63](=[O:64])[CH3:65].[Cl:4][c:5]1[cH:6][cH:7][c:8]([CH:11]2[N:12]3[C:13](=[O:29])[CH:14]([P:21](=[O:22])([O:23][CH2:24][CH3:25])[O:26][CH2:27][CH3:28])[CH2:15][CH2:16][CH:17]3[CH2:18][CH2:19][CH2:20]2)[cH:9][cH:10]1.[Li+:3].[Na+:51].[O:52]1[CH2:53][CH2:54][CH2:55][CH2:56]1.[OH-:2].[OH2:1].[OH2:46]>>[Cl:4][c:5]1[cH:6][cH:7][c:8]([CH:11]2[N:12]3[C:13](=[O:29])[C:14](=[CH:35][c:34]4[cH:33][c:32]([O:31][CH3:30])[c:39](-[n:40]5[cH:41][n:42][c:43]([CH3:45])[cH:44]5)[cH:38][cH:37]4)[CH2:15][CH2:16][CH:17]3[CH2:18][CH2:19][CH2:20]2)[cH:9][cH:10]1. Reactants: O=C([O-])O, COc1cc(C=O)ccc1-n1cnc(C)c1, CCO, CCOC(C)=O, CCOP(=O)(OCC)C1CCC2CCCC(c3ccc(Cl)cc3)N2C1=O, [Li+], [Na+], C1CCOC1, [OH-], O, O. Yields the product COc1cc(C=C2CCC3CCCC(c4ccc(Cl)cc4)N3C2=O)ccc1-n1cnc(C)c1. Reactants: C(=O)(OC(C)(C)C)N[C@@H](C)C(=O)O (Boc-alanine), C1(CCCCC1)N=C=NC1CCCCC1 (N,N′-dicyclohexylcarbodiimide), ON1C(CCC1=O)=O (N-hydroxysuccinimide), Cl.NC[C@H](CC(=O)O)C1=CC(=C(C=C1)Cl)OCC1=CC=NC=C1 ((3R)-4-Amino-3-[4-chloro-3-(4-pyridylmethoxy)phenyl]butanoic acid hydrochloride), C([O-])(O)=O.[Na+] (sodium bicarbonate). Solvent: C(C)#N (acetonitrile), O (water). Run at time 2 hour. Yields the product Cl.N[C@H](C(=O)NC[C@H](CC(=O)O)C1=CC(=C(C=C1)Cl)OCC1=CC=NC=C1)C ((3R)-4-((2S)-2-Aminopropanoylamino)-3-[4-chloro-3-(4-pyridylmethoxy)phenyl]butanoic acid hydrochloride). Reaction SMILES: C([NH:8][C@H:9]([C:11](O)=[O:12])[CH3:10])(OC(C)(C)C)=O.C1(N=C=NC2CCCCC2)CCCCC1.ON1C(=O)CCC1=O.Cl.[NH2:38][CH2:39][C@@H:40]([C:45]1[CH:50]=[CH:49][C:48]([Cl:51])=[C:47]([O:52][CH2:53][C:54]2[CH:59]=[CH:58][N:57]=[CH:56][CH:55]=2)[CH:46]=1)[CH2:41][C:42]([OH:44])=[O:43].C(=O)(O)[O-].[Na+]>C(#N)C.O>[ClH:51].[NH2:8][C@@H:9]([CH3:10])[C:11]([NH:38][CH2:39][C@@H:40]([C:45]1[CH:50]=[CH:49][C:48]([Cl:51])=[C:47]([O:52][CH2:53][C:54]2[CH:59]=[CH:58][N:57]=[CH:56][CH:55]=2)[CH:46]=1)[CH2:41][C:42]([OH:44])=[O:43])=[O:12] |f:3.4,5.6,9.10|. Procedure details: Boc-alanine (0.37 mmol, 1 eq), N,N′-dicyclohexylcarbodiimide (0.47 mmol, 1.2 eq), and N-hydroxysuccinimide (0.47 mmol, 1.2 eq) were dissolved in 2 mL acetonitrile. The mixture was stirred at room temperature for 2 hr. The solid was filtered and added to (3R)-4-amino-3-[4-chloro-3-(4-pyridylmethoxy)phenyl]butanoic acid hydrochloride (68) and sodium bicarbonate (NaHCO3) (1.5 eq) in 1 mL water. The reaction was stirred at room temperature overnight. The solvent was then evaporated and treated with ... The reactants are C(C)(OCC)(OCC)OCC (triethyl orthoacetate), OCC(CO)(CO)CO (pentaerythritol), C(C)O (ethanol). The reagents and catalysts are CC=1C=CC(=CC1)S(=O)(=O)O (PTSA). Run in COCCOCCOC (diethylene glycol dimethyl ether), COCCOCCOC (diethylene glycol dimethyl ether). Run at temperature 170 celsius. Yields the product C(O)C12COC(OC1)(OC2)C (4-methylol-1-methyl-2,6,7-trioxabicyclo[2.2.2]octane). The yield is 88.8%. As a reaction SMILES: [C:1]([O:9][CH2:10][CH3:11])([O:6][CH2:7]C)([O:3][CH2:4]C)[CH3:2].[OH:12][CH2:13]C(CO)(CO)CO.C(O)C>CC1C=CC(S(O)(=O)=O)=CC=1.COCCOCCOC>[CH2:13]([C:11]12[CH2:4][O:3][C:1]([CH3:2])([O:6][CH2:7]1)[O:9][CH2:10]2)[OH:12]. Procedure: Into a flask equipped with a stirrer, a distilling column, a nitrogen inlet, a heating jacket, and a thermometer were charged 486 g of triethyl orthoacetate, 408 g of pentaerythritol, 300 g of diethylene glycol dimethyl ether, and 0.9 g of PTSA. The mixture was gradually heated to 170° C. over a period of 5 hours. During this time 490 g of distillate were obtained. The distillate contained mostly ethanol and small amounts of diethylene glycol dimethyl ether. The temperature was lowered to 100° C...